Dataset: the Open Reaction Database (ORD), a public repository of structured organic reaction records. Task: describe an organic reaction: reactants, conditions, products, and yield The reactants are COc1ccc(S(C)(c2ccc(OC)cc2)c2ccc(-c3cc(N)ccc3C)cc2)cc1, CCN(C(C)C)C(C)C, ClC(Cl)Cl, O=C(O)C1(c2ccc3c(c2)OCO3)CC1. Yields the product COc1ccc(S(C)(c2ccc(OC)cc2)c2ccc(-c3cc(NC(=O)C4(c5ccc6c(c5)OCO6)CC4)ccc3C)cc2)cc1. Reaction SMILES: [CH3:1][O:2][c:3]1[cH:4][cH:5][c:6]([S:9]([c:10]2[cH:11][cH:12][c:13](-[c:16]3[cH:17][c:18]([NH2:23])[cH:19][cH:20][c:21]3[CH3:22])[cH:14][cH:15]2)([CH3:24])[c:25]2[cH:26][cH:27][c:28]([O:31][CH3:32])[cH:29][cH:30]2)[cH:7][cH:8]1.[CH:48]([N:49]([CH2:50][CH3:51])[CH:52]([CH3:53])[CH3:54])([CH3:55])[CH3:56].[CH:57]([Cl:58])([Cl:59])[Cl:60].[O:33]1[CH2:34][O:35][c:36]2[c:37]1[cH:38][cH:39][c:40]([C:42]1([C:45](=[O:46])[OH:47])[CH2:43][CH2:44]1)[cH:41]2>>[CH3:1][O:2][c:3]1[cH:4][cH:5][c:6]([S:9]([c:10]2[cH:11][cH:12][c:13](-[c:16]3[cH:17][c:18]([NH:23][C:45]([C:42]4([c:40]5[cH:39][cH:38][c:37]6[c:36]([cH:41]5)[O:35][CH2:34][O:33]6)[CH2:43][CH2:44]4)=[O:46])[cH:19][cH:20][c:21]3[CH3:22])[cH:14][cH:15]2)([CH3:24])[c:25]2[cH:26][cH:27][c:28]([O:31][CH3:32])[cH:29][cH:30]2)[cH:7][cH:8]1. The reactants are [N+](=O)([O-])C=1C=C(C(=CC1)NCCC)C=1OC2=C(N1)C=C(C=C2)Br (2-(3-nitro-6-propylaminophenyl)-5-bromobenzoxazole), CC=1C=C(C=CC1Cl)B(O)O (3-methyl-4-chlorophenylboronic acid). Yields the product [N+](=O)([O-])C=1C=C(C(=CC1)NCCC)C=1OC2=C(N1)C=C(C=C2)C2=CC(=C(C=C2)Cl)C (2-(3-Nitro-6-propylaminophenyl)-5-(3-methyl-4-chlorophenyl)benzoxazole). Reaction SMILES: [N+:1]([C:4]1[CH:5]=[C:6]([C:14]2[O:15][C:16]3[CH:22]=[CH:21][C:20](Br)=[CH:19][C:17]=3[N:18]=2)[C:7]([NH:10][CH2:11][CH2:12][CH3:13])=[CH:8][CH:9]=1)([O-:3])=[O:2].[CH3:24][C:25]1[CH:26]=[C:27](B(O)O)[CH:28]=[CH:29][C:30]=1[Cl:31]>>[N+:1]([C:4]1[CH:5]=[C:6]([C:14]2[O:15][C:16]3[CH:22]=[CH:21][C:20]([C:27]4[CH:28]=[CH:29][C:30]([Cl:31])=[C:25]([CH3:24])[CH:26]=4)=[CH:19][C:17]=3[N:18]=2)[C:7]([NH:10][CH2:11][CH2:12][CH3:13])=[CH:8][CH:9]=1)([O-:3])=[O:2]. Procedure details: Prepared by the method of Example 15d), from 2-(3-nitro-6-propylaminophenyl)-5-bromobenzoxazole (400 mg, 1.59 mmol) and 3-methyl-4-chlorophenylboronic acid (271 mg, 1.59 mmol) the subtitle compound was obtained (230 mg, 34%). The product was used directly in the next step without purification. The reactants are CCN(CC)CCNC(=O)c1c(C)[nH]c(C=O)c1C, CN(C)S(=O)(=O)c1ccc2c(c1)CC(=O)N2. Product: CCN(CC)CCNC(=O)c1c(C)[nH]c(C=C2C(=O)Nc3ccc(S(=O)(=O)N(C)C)cc32)c1C. Reaction SMILES: [CH2:17]([CH3:18])[N:19]([CH2:20][CH2:21][NH:22][C:23](=[O:24])[c:25]1[c:26]([CH3:33])[nH:27][c:28]([CH:31]=[O:32])[c:29]1[CH3:30])[CH2:34][CH3:35].[CH3:1][N:2]([S:3](=[O:4])(=[O:5])[c:6]1[cH:7][c:8]2[c:12]([cH:13][cH:14]1)[NH:11][C:10](=[O:15])[CH2:9]2)[CH3:16]>>[CH3:1][N:2]([S:3](=[O:4])(=[O:5])[c:6]1[cH:7][c:8]2[c:12]([cH:13][cH:14]1)[NH:11][C:10](=[O:15])[C:9]2=[CH:31][c:28]1[nH:27][c:26]([CH3:33])[c:25]([C:23]([NH:22][CH2:21][CH2:20][N:19]([CH2:17][CH3:18])[CH2:34][CH3:35])=[O:24])[c:29]1[CH3:30])[CH3:16]. Procedure: A mixture of 190 ml of acetone and 36.0 g of sodium hydroxide in 600 ml of water was treated with 60.0 g of cyclopentanone under stirring. After stirring for about 12 hours at about room temperature, the mixture was neutralized with 36% acetic acid and extracted with three 60 ml portions of ether. The combined extracts were dried over anhydrous magnesium sulfate and evaporated to give a residue. The residue was distilled to obtain 62.6 g of 2-(1-methylethylidene) cyclopentanone as a colorless li... Run in O (water). Yields the product CC(C)=C1C(CCC1)=O (2-(1-methylethylidene) cyclopentanone). Starting materials: C(C)(=O)O (acetic acid), CC(=O)C (acetone), [OH-].[Na+] (sodium hydroxide), C1(CCCC1)=O (cyclopentanone). Reaction SMILES: [CH3:1][C:2]([CH3:4])=O.[OH-].[Na+].[C:7]1(=[O:12])[CH2:11][CH2:10][CH2:9][CH2:8]1.C(O)(=O)C>O>[CH3:1][C:2](=[C:8]1[CH2:9][CH2:10][CH2:11][C:7]1=[O:12])[CH3:4] |f:1.2|. Starting materials: CO, CC(=O)O, COc1cccnc1-c1ccc2cnc(SC)nn12, [Na+], [OH-], O, OO. Reaction SMILES: [CH3:25][OH:26].[CH3:27][C:28](=[O:29])[OH:30].[CH3:3][O:4][c:5]1[c:6](-[c:11]2[cH:12][cH:13][c:14]3[cH:15][n:16][c:17]([S:20][CH3:21])[n:18][n:19]23)[n:7][cH:8][cH:9][cH:10]1.[Na+:23].[OH-:22].[OH2:24].[OH:1][OH:2]>>[OH:1][c:17]1[n:16][cH:15][c:14]2[cH:13][cH:12][c:11](-[c:6]3[c:5]([O:4][CH3:3])[cH:10][cH:9][cH:8][n:7]3)[n:19]2[n:18]1. The product is COc1cccnc1-c1ccc2cnc(O)nn12. Procedure: 5-Methoxy-indane-1-one (17.2 g, 106.05 mmol) is suspended in 100 mL of water. The flask is covered with an aluminium foil to create a dark environment. N-Bromo-succinimide (18.87 g, 106.05 mmol) is added portionwise and the reaction mixture is stirred at room temperature overnight. The reaction mixture is extracted with 200 mL of ethyl acetate, the organic phase is collected, dried over sodium sulfate and concentrated under vacuum. The crude product obtained (20 g) is used in the next step witho... Reaction SMILES: [CH3:1][O:2][C:3]1[CH:4]=[C:5]2[C:9](=[CH:10][CH:11]=1)[C:8](=[O:12])[CH2:7][CH2:6]2.[Al].[Br:14]N1C(=O)CCC1=O>O>[Br:14][C:4]1[C:3]([O:2][CH3:1])=[CH:11][CH:10]=[C:9]2[C:5]=1[CH2:6][CH2:7][C:8]2=[O:12]. Reactants: COC=1C=C2CCC(C2=CC1)=O (5-Methoxy-indane-1-one), [Al] (aluminium), BrN1C(CCC1=O)=O (N-Bromo-succinimide). Run in O (water). The product is BrC1=C2CCC(C2=CC=C1OC)=O (4-Bromo-5-methoxy-indane-1-one). Run at time 8 hour.